This data is from the Open Reaction Database (ORD), a public repository of structured organic reaction records. The task is: describe an organic reaction: reactants, conditions, products, and yield Starting materials: polybutene, C1(\C=C/C(=O)O1)=O (maleic anhydride), C1(\C=C/C(=O)O1)=O (maleic anhydride), 99.6, C1(=CC=C(C=C1)S(=O)(=O)O)C (paratoluene sulfonic acid), C1(\C=C/C(=O)O1)=O (maleic anhydride). The reagents and catalysts are C1(\C=C/C(=O)O1)=O (maleic anhydride). Solvent: C(C)(=O)OC(C)=O (acetic anhydride). Run at temperature 215 celsius. Product: C=CCCC1CC(=O)OC1=O (polybutenyl succinic anhydride). As a reaction SMILES: [C:1]1(C)[CH:6]=CC(S(O)(=O)=O)=[CH:3][CH:2]=1.[C:12]1(=[O:18])[O:17][C:15](=[O:16])[CH:14]=[CH:13]1>C(OC(=O)C)(=O)C.C1(=O)OC(=O)C=C1>[CH2:6]=[CH:1][CH2:2][CH2:3][CH:14]1[C:15](=[O:16])[O:17][C:12](=[O:18])[CH2:13]1. Procedure: Into a 5 liter/3 neck Pyrex flask equipped with a condenser, addition funnel, thermometer, gas inlet tube, mechanical stirrer, and heating mantle was weighed 2200 grams of polybutene having a molecular weight of about 432 and an unsaturation content of 99.6. Into the addition funnel was placed 3.3 grams of paratoluene sulfonic acid dissolved in 6.6 grams of acetic anhydride and 450.5 grams of maleic anhydride (4.24 moles) which was melted and kept in a liquid state with heat lamps. The polymer i... The reactants are CC(=O)O, O=C(Cc1ccnc(Cl)c1)c1ccc(F)cc1, O=N[O-], [Na+], O. Yields the product O=C(C(=NO)c1ccnc(Cl)c1)c1ccc(F)cc1. RXN SMILES: [CH3:23][C:24](=[O:25])[OH:26].[Cl:5][c:6]1[n:7][cH:8][cH:9][c:10]([CH2:12][C:13](=[O:14])[c:15]2[cH:16][cH:17][c:18]([F:21])[cH:19][cH:20]2)[cH:11]1.[N:1](=[O:2])[O-:3].[Na+:4].[OH2:22]>>[N:1]([OH:3])=[C:12]([c:10]1[cH:9][cH:8][n:7][c:6]([Cl:5])[cH:11]1)[C:13](=[O:14])[c:15]1[cH:16][cH:17][c:18]([F:21])[cH:19][cH:20]1. Starting materials: [Cl-].[NH4+] (ammonium chloride), COC1=CC=C(C=C1)CC#N (p-methoxyphenylacetonitrile), CI (methyl iodide), C(CCC)[Li] (n-butyl lithium). The solvent is O1CCCC1 (tetrahydrofuran). Conditions: temperature -78 celsius, time 1 hour. Product: COC1=CC=C(C=C1)C(C#N)C (α-(p-methoxyphenyl)propionitrile). Isolated yield 93.1%. Reaction SMILES: [CH3:1][O:2][C:3]1[CH:8]=[CH:7][C:6]([CH2:9][C:10]#[N:11])=[CH:5][CH:4]=1.[CH2:12]([Li])CCC.CI.[Cl-].[NH4+]>O1CCCC1>[CH3:1][O:2][C:3]1[CH:8]=[CH:7][C:6]([CH:9]([CH3:12])[C:10]#[N:11])=[CH:5][CH:4]=1 |f:3.4|. Procedure details: 14.7 g (0.10 mole) of p-methoxyphenylacetonitrile was dissolved in 250 ml of dry tetrahydrofuran and placed in a dry ice/isopropanol bath under N2. 69.0 ml of 1.6M n-butyl lithium (0.11 mole) was added dropwise over 30 minutes and the mixture stirred at -78° C. for one hour. The lithium salt of the nitrile precipitated as a yellow solid during this time. 71.0 g (0.50 mole) of methyl iodide was then added and stirring at -78° C. continued for an additional hour. The mixture was then poured into s...